This data is from the Open Reaction Database (ORD), a public repository of structured organic reaction records. The task is: describe an organic reaction: reactants, conditions, products, and yield Starting materials: CC1(C)C(=O)N(Br)C(=O)N1Br, C1CCOC1, Nc1ncnn2c(CN3CCOCC3)ccc12. RXN SMILES: [Br:18][N:19]1[C:20]([CH3:21])([CH3:22])[C:23](=[O:24])[N:25]([Br:26])[C:27]1=[O:28].[CH2:29]1[O:30][CH2:31][CH2:32][CH2:33]1.[O:1]1[CH2:2][CH2:3][N:4]([CH2:7][c:8]2[cH:9][cH:10][c:11]3[c:12]([NH2:17])[n:13][cH:14][n:15][n:16]23)[CH2:5][CH2:6]1>>[O:1]1[CH2:2][CH2:3][N:4]([CH2:7][c:8]2[cH:9][c:10]([Br:18])[c:11]3[c:12]([NH2:17])[n:13][cH:14][n:15][n:16]23)[CH2:5][CH2:6]1. The product is Nc1ncnn2c(CN3CCOCC3)cc(Br)c12. Reactants: COC=1C(=CC2=C(C=CC3=C4C=CC(=C(C4=CN=C23)OCC2=CC=CC=C2)OC)C1)OC(C)C (2,8-dimethoxy-3-isopropoxy-7-benzyloxy-benzo[c]phenanthridine), resultant mixture, Cl (hydrochloric acid), Cl (hydrochloric acid), compound, C(O)([O-])=O.[Na+] (sodium hydrogen carbonate), C1(=CC=C(C=C1)S(=O)(=O)OC)C (methyl p-toluenesulfonate), C([O-])([O-])=O.[K+].[K+] (potassium carbonate), ice water. Run in CO (methanol), C(C)(=O)O (acetic acid), C(Cl)(Cl)Cl.CO (chloroform methanol). Reaction conditions: temperature 100 celsius. The product is [Cl-].COC=1C(=CC2=C(C=CC3=C4C=CC(=C(C4=C[N+](=C23)C)O)OC)C1)O (2,8-dimethoxy-3,7-dihydroxy-5-methylbenzo[c]phenanthridinium chloride). Isolated yield 52.7%. Reaction SMILES: [CH3:1][O:2][C:3]1[C:4]([O:31]C(C)C)=[CH:5][C:6]2[C:19]3[C:10](=[C:11]4[C:16](=[CH:17][N:18]=3)[C:15]([O:20]CC3C=CC=CC=3)=[C:14]([O:28][CH3:29])[CH:13]=[CH:12]4)[CH:9]=[CH:8][C:7]=2[CH:30]=1.[C:35]1(C)C=CC(S(OC)(=O)=O)=CC=1.C(=O)([O-])[O-].[K+].[K+].[ClH:53].C(=O)([O-])O.[Na+]>CO.C(Cl)(Cl)Cl.CO.C(O)(=O)C>[Cl-:53].[CH3:1][O:2][C:3]1[C:4]([OH:31])=[CH:5][C:6]2[C:19]3[C:10](=[C:11]4[C:16](=[CH:17][N+:18]=3[CH3:35])[C:15]([OH:20])=[C:14]([O:28][CH3:29])[CH:13]=[CH:12]4)[CH:9]=[CH:8][C:7]=2[CH:30]=1 |f:2.3.4,6.7,9.10,12.13|. Procedure details: 227 mg (0.5 mmol) of 2,8-dimethoxy-3-isopropoxy-7-benzyloxy-benzo[c]phenanthridine (compound D-3) was admixed with 932 mg (5 mmol) of methyl p-toluenesulfonate and 35 mg (0.25 mmol) of anhydrous potassium carbonate, and the resultant mixture was heated to 140° C. for 3.5 hours. Then the mixture was admixed with 6 ml of acetic acid and 3 ml of concentrated hydrochloric acid, and heated to 100° C. for 3 hours. After that, the reaction mixture was gradually added to ice water to obtain a dilute mix... The reactants are COC1=C(C=C(C(=O)C2=CNC3=CC=CC=C3C2=O)C=C1)C (3-(4-Methoxy-3-methyl-benzoyl)-1H-quinolin-4-one), BrCC1=CC=CC(=N1)C#N (6-bromomethyl-pyridine-2-carbonitrile). The solvent is CN(C=O)C (N,N-dimethylformamide). The product is COC1=C(C=C(C(=O)C2=CN(C3=CC=CC=C3C2=O)CC2=CC=CC(=N2)C#N)C=C1)C (6-[3-(4-Methoxy-3-methyl-benzoyl)-4-oxo-4H-quinolin-1-ylmethyl]-pyridine-2-carbonitrile). Yield: 41.5%. As a reaction SMILES: [CH3:1][O:2][C:3]1[CH:21]=[CH:20][C:6]([C:7]([C:9]2[C:18](=[O:19])[C:17]3[C:12](=[CH:13][CH:14]=[CH:15][CH:16]=3)[NH:11][CH:10]=2)=[O:8])=[CH:5][C:4]=1[CH3:22].Br[CH2:24][C:25]1[N:30]=[C:29]([C:31]#[N:32])[CH:28]=[CH:27][CH:26]=1>CN(C)C=O>[CH3:1][O:2][C:3]1[CH:21]=[CH:20][C:6]([C:7]([C:9]2[C:18](=[O:19])[C:17]3[C:12](=[CH:13][CH:14]=[CH:15][CH:16]=3)[N:11]([CH2:24][C:25]3[N:30]=[C:29]([C:31]#[N:32])[CH:28]=[CH:27][CH:26]=3)[CH:10]=2)=[O:8])=[CH:5][C:4]=1[CH3:22]. Procedure details: Experimental conditions analogous to those described for Step 3 of Example 1 were used with 100 mg (0.341 mmol) of 3-(4-Methoxy-3-methyl-benzoyl)-1H-quinolin-4-one, 80.6 mg (0.409 mmol) of 6-bromomethyl-pyridine-2-carbonitrile, 16.4 mg (0.409 mmol, 60% dispersion in oil), and 3.5 mL of N,N-dimethylformamide. The crude product was purified by flash column chromatography using a gradient of 20-100% ethyl acetate in hexane to yield 58 mg of 6-[3-(4-Methoxy-3-methyl-benzoyl)-4-oxo-4H-quinolin-1-ylme... The reactants are C(C)(C)(C)C1=CC(=C(C=C1Cl)C=1N([C@@H]([C@@H](N1)C1=CC=C(C=C1)Cl)C1=CC=C(C=C1)Cl)C(=O)Cl)OCC ((4S,5R)-2-(4-tert-butyl-5-chloro-2-ethoxy-phenyl)-4,5-bis-(4-chloro-phenyl)-4,5-dihydro-imidazole-1-carbonyl chloride), CON(C(CN1CCNCC1)=O)C (N-methoxy-N-methyl-2-piperazin-1-yl-acetamide). Yields the product Cl.C(C)(C)(C)C1=CC(=C(C=C1Cl)C=1N([C@@H]([C@@H](N1)C1=CC=C(C=C1)Cl)C1=CC=C(C=C1)Cl)C(=O)N1CCN(CC1)CC(=O)N(C)OC)OCC (2-{4-[(4S,5R)-2-(4-tert-Butyl-5-chloro-2-ethoxy-phenyl)-4,5-bis-(4-chloro-phenyl)-4,5-dihydro-imidazole-1-carbonyl]-piperazin-1-yl}-N-methoxy-N-methyl-acetamide hydrochloride). Reaction SMILES: [C:1]([C:5]1[C:10]([Cl:11])=[CH:9][C:8]([C:12]2[N:13]([C:31](Cl)=[O:32])[C@H:14]([C:24]3[CH:29]=[CH:28][C:27]([Cl:30])=[CH:26][CH:25]=3)[C@H:15]([C:17]3[CH:22]=[CH:21][C:20]([Cl:23])=[CH:19][CH:18]=3)[N:16]=2)=[C:7]([O:34][CH2:35][CH3:36])[CH:6]=1)([CH3:4])([CH3:3])[CH3:2].[CH3:37][O:38][N:39]([CH3:49])[C:40](=[O:48])[CH2:41][N:42]1[CH2:47][CH2:46][NH:45][CH2:44][CH2:43]1>>[ClH:11].[C:1]([C:5]1[C:10]([Cl:11])=[CH:9][C:8]([C:12]2[N:13]([C:31]([N:45]3[CH2:44][CH2:43][N:42]([CH2:41][C:40]([N:39]([O:38][CH3:37])[CH3:49])=[O:48])[CH2:47][CH2:46]3)=[O:32])[C@H:14]([C:24]3[CH:25]=[CH:26][C:27]([Cl:30])=[CH:28][CH:29]=3)[C@H:15]([C:17]3[CH:18]=[CH:19][C:20]([Cl:23])=[CH:21][CH:22]=3)[N:16]=2)=[C:7]([O:34][CH2:35][CH3:36])[CH:6]=1)([CH3:4])([CH3:2])[CH3:3] |f:2.3|. Procedure details: 2-{4-[(4S,5R)-2-(4-tert-Butyl-5-chloro-2-ethoxy-phenyl)-4,5-bis-(4-chloro-phenyl)-4,5-dihydro-imidazole-1-carbonyl]-piperazin-1-yl}-N-methoxy-N-methyl-acetamide hydrochloride was prepared from (4S,5R)-2-(4-tert-butyl-5-chloro-2-ethoxy-phenyl)-4,5-bis-(4-chloro-phenyl)-4,5-dihydro-imidazole-1-carbonyl chloride (example 12h) and N-methoxy-N-methyl-2-piperazin-1-yl-acetamide (example 16b) in an analogous manner as described in example 25. LR-MS: 716.4 [(M+H)+] RXN SMILES: [CH3:23][OH:24].[CH3:6][O:7][c:8]1[c:9](-[c:17]2[n:18][cH:19][cH:20][cH:21][cH:22]2)[cH:10][cH:11][c:12]([N+:14]([O-:15])=[O:16])[cH:13]1.[OH2:1].[OH2:2].[Sn:3]([Cl:4])[Cl:5]>>[CH3:6][O:7][c:8]1[c:9](-[c:17]2[n:18][cH:19][cH:20][cH:21][cH:22]2)[cH:10][cH:11][c:12]([NH2:14])[cH:13]1. Reactants: CO, COc1cc([N+](=O)[O-])ccc1-c1ccccn1, O, O, Cl[Sn]Cl. Yields the product COc1cc(N)ccc1-c1ccccn1. Starting materials: [Br-], [K+], O=Cc1cccn2ccnc12. Product: Cc1cccn2ccnc12. Reaction SMILES: [Br-:12].[K+:13].[n:1]1[cH:2][cH:3][n:4]2[c:5]1[c:6]([CH:10]=[O:11])[cH:7][cH:8][cH:9]2>>[n:1]1[cH:2][cH:3][n:4]2[c:5]1[c:6]([CH3:10])[cH:7][cH:8][cH:9]2.